Dataset: the Open Reaction Database (ORD), a public repository of structured organic reaction records. Task: describe an organic reaction: reactants, conditions, products, and yield The reactants are CC(C)(C)c1cc(NC(=O)Nc2cccc(S)c2)no1, O=C([O-])[O-], CC(C)O, COc1cc(OC2CCOCC2)c2c(Cl)ncnc2c1, [Cs+], [Cs+]. The product is COc1cc(OC2CCOCC2)c2c(Sc3cccc(NC(=O)Nc4cc(C(C)(C)C)on4)c3)ncnc2c1. RXN SMILES: [C:1]([CH3:2])([CH3:3])([CH3:4])[c:5]1[cH:6][c:7]([NH:10][C:11](=[O:12])[NH:13][c:14]2[cH:15][c:16]([SH:20])[cH:17][cH:18][cH:19]2)[n:8][o:9]1.[C:41](=[O:42])([O-:43])[O-:44].[CH:47]([OH:48])([CH3:49])[CH3:50].[Cl:21][c:22]1[n:23][cH:24][n:25][c:26]2[cH:27][c:28]([O:39][CH3:40])[cH:29][c:30]([O:32][CH:33]3[CH2:34][CH2:35][O:36][CH2:37][CH2:38]3)[c:31]12.[Cs+:45].[Cs+:46]>>[C:1]([CH3:2])([CH3:3])([CH3:4])[c:5]1[cH:6][c:7]([NH:10][C:11](=[O:12])[NH:13][c:14]2[cH:15][c:16]([S:20][c:22]3[n:23][cH:24][n:25][c:26]4[cH:27][c:28]([O:39][CH3:40])[cH:29][c:30]([O:32][CH:33]5[CH2:34][CH2:35][O:36][CH2:37][CH2:38]5)[c:31]34)[cH:17][cH:18][cH:19]2)[n:8][o:9]1. Starting materials: C(C)OC(=O)N1C(CC(C2=CC(=NC(=C12)C)C)=O)CC (2-ethyl-6,8-dimethyl-4-oxo-3,4-dihydro-2H-[1,7]naphthyridine-1-carboxylic acid ethyl ester), NO.Cl (NH2OH.HCl), N1=CC=CC=C1 (pyridine). Procedure details: This compound can be prepared by reacting an ethanolic solution of 2-ethyl-6,8-dimethyl-4-oxo-3,4-dihydro-2H-[1,7]naphthyridine-1-carboxylic acid ethyl ester, with NH2OH.HCl (2-3 eqv) and pyridine (1-3 eqv), typically at reflux temperature for about 2 to about 6 h, followed by a typical workup procedure. RXN SMILES: [CH2:1]([O:3][C:4]([N:6]1[C:15]2[C:10](=[CH:11][C:12]([CH3:17])=[N:13][C:14]=2[CH3:16])[C:9](=O)[CH2:8][CH:7]1[CH2:19][CH3:20])=[O:5])[CH3:2].[NH2:21][OH:22].Cl.N1C=CC=CC=1>>[CH2:1]([O:3][C:4]([N:6]1[C:15]2[C:10](=[CH:11][C:12]([CH3:17])=[N:13][C:14]=2[CH3:16])[C:9](=[N:21][OH:22])[CH2:8][CH:7]1[CH2:19][CH3:20])=[O:5])[CH3:2] |f:1.2|. The product is C(C)OC(=O)N1C(CC(C2=CC(=NC(=C12)C)C)=NO)CC (2-Ethyl-4-hydroxyimino-6,8-dimethyl-3,4-dihydro-2H-[1,7]naphthyridine-1-carboxylic acid ethyl ester). Product: C(C)N(C1=CC=2N(N=C1OCC1=NN(C=N1)C)C(=NN2)C2=CC=CC=C2)CC (N,N-Diethyl-N-[6-(1-methyl-1 H-1,2,4-triazol-3-ylmethoxy)-3-phenyl-1,2,4-triazolo[4,3-b]pyridazin-7-yl]amine). As a reaction SMILES: Cl[C:2]1[C:3]([N:17]([CH2:20][CH3:21])[CH2:18][CH3:19])=[CH:4][C:5]2[N:6]([C:8]([C:11]3[CH:16]=[CH:15][CH:14]=[CH:13][CH:12]=3)=[N:9][N:10]=2)[N:7]=1.[CH3:22][N:23]1[CH:27]=[N:26][C:25]([CH2:28][OH:29])=[N:24]1.[H-].[Na+]>CN(C=O)C.O>[CH2:18]([N:17]([CH2:20][CH3:21])[C:3]1[C:2]([O:29][CH2:28][C:25]2[N:26]=[CH:27][N:23]([CH3:22])[N:24]=2)=[N:7][N:6]2[C:8]([C:11]3[CH:16]=[CH:15][CH:14]=[CH:13][CH:12]=3)=[N:9][N:10]=[C:5]2[CH:4]=1)[CH3:19] |f:2.3|. Procedure: To a solution of N-(6-chloro-3-phenyl-1,2,4-triazolo[4,3-b]pyridazin-7-yl)-N,N-diethylamine (180 mg, 0.33 mmol) and (1-methyl-1 H-1,2,4-triazol-3-yl)methanol (68 mg) in dry DMF (5 ml) was added sodium hydride (60% dispersion in oil, 34 mg, 0.36 mmol). The mixture was stirred at room temperature for 3 hours. The reaction mixture was diluted with water (50 ml) and extracted with dichloromethane (3×25 ml). The combined extracts were washed with brine, dried over magnesium sulphate, filtered and eva... Reaction conditions: time 3 hour. Starting materials: ClC=1C(=CC=2N(N1)C(=NN2)C2=CC=CC=C2)N(CC)CC (N-(6-chloro-3-phenyl-1,2,4-triazolo[4,3-b]pyridazin-7-yl)-N,N-diethylamine), CN1N=C(N=C1)CO ((1-methyl-1 H-1,2,4-triazol-3-yl)methanol), [H-].[Na+] (sodium hydride). Solvent: O (water), CN(C)C=O (DMF). Yield: 64.9%.